This data is from the Open Reaction Database (ORD), a public repository of structured organic reaction records. The task is: describe an organic reaction: reactants, conditions, products, and yield As a reaction SMILES: [CH3:1][O:2][C:3](=[O:23])[C@@H:4]([N:8]1[C:14](=[O:15])[CH2:13][CH2:12][N:11]([C:16]2[CH:21]=[CH:20][CH:19]=[C:18]([Cl:22])[CH:17]=2)[CH2:10][CH2:9]1)[CH2:5][CH:6]=O.[CH2:24]1[C:26]2([CH2:31][CH2:30][NH:29][CH2:28][C@H:27]2[OH:32])[CH2:25]1>>[ClH:22].[CH3:1][O:2][C:3](=[O:23])[C@@H:4]([N:8]1[C:14](=[O:15])[CH2:13][CH2:12][N:11]([C:16]2[CH:21]=[CH:20][CH:19]=[C:18]([Cl:22])[CH:17]=2)[CH2:10][CH2:9]1)[CH2:5][CH2:6][N:29]1[CH2:30][CH2:31][C:26]2([CH2:24][CH2:25]2)[C@H:27]([OH:32])[CH2:28]1. Reactants: COC([C@H](CC=O)N1CCN(CCC1=O)C1=CC(=CC=C1)Cl)=O ((S)-2-[4-(3-chloro-phenyl)-7-oxo-[1,4]diazepan-1-yl]-4-oxo-butyric acid methyl ester), C1CC12[C@@H](CNCC2)O ((S)-6-aza-spiro[2.5]octan-4-ol). Procedure: In analogy to the procedure described in example 1K, (S)-2-[4-(3-chloro-phenyl)-7-oxo-[1,4]diazepan-1-yl]-4-oxo-butyric acid methyl ester and (S)-6-aza-spiro[2.5]octan-4-ol; hydrochloride (intermediate 2) gave the title compound as light yellow foam. MS: 450.3 (MH+, 1Cl). The product is Cl (hydrochloride), COC([C@H](CCN1C[C@H](C2(CC2)CC1)O)N1CCN(CCC1=O)C1=CC(=CC=C1)Cl)=O ((S)-2-[4-(3-Chloro-phenyl)-7-oxo-[1,4]diazepan-1-yl]-4-((S)-4-hydroxy-6-aza-spiro[2.5]oct-6-yl)-butyric acid methyl ester).